This data is from the Open Reaction Database (ORD), a public repository of structured organic reaction records. The task is: describe an organic reaction: reactants, conditions, products, and yield The reactants are C1(CC1)NS(=O)(=O)C1=C(C=CC=C1)[N+](=O)[O-] (N-cyclopropyl-2-nitrobenzenesulfonamide), C([O-])([O-])=O.[K+].[K+] (potassium carbonate), CI (methyl iodide). Solvent: CN(C=O)C (N,N-dimethylformamide). Conditions: time 6 hour. Yields the product C1(CC1)N(S(=O)(=O)C1=C(C=CC=C1)[N+](=O)[O-])C (N-cyclopropyl-N-methyl-2-nitrobenzenesulfonamide). Yield: 89.8%. Reaction SMILES: [CH:1]1([NH:4][S:5]([C:8]2[CH:13]=[CH:12][CH:11]=[CH:10][C:9]=2[N+:14]([O-:16])=[O:15])(=[O:7])=[O:6])[CH2:3][CH2:2]1.[C:17](=O)([O-])[O-].[K+].[K+].CI>CN(C)C=O>[CH:1]1([N:4]([CH3:17])[S:5]([C:8]2[CH:13]=[CH:12][CH:11]=[CH:10][C:9]=2[N+:14]([O-:16])=[O:15])(=[O:7])=[O:6])[CH2:3][CH2:2]1 |f:1.2.3|. Procedure: To a mixture of N-cyclopropyl-2-nitrobenzenesulfonamide (5.63 g), potassium carbonate (4.82 g) and N,N-dimethylformamide (60 mL), methyl iodide (2.17 mL) was added and stirred at room temperature for 6 hours. The reaction mixture was evaporated under reduced pressure, and the residue was diluted with water and extracted with ethyl acetate. The organic layer was washed with saturated aqueous sodium chloride and dried over anhydrous magnesium sulfate, followed by distilling off the solvent under r... Starting materials: C(=O)(O)[O-].[Na+] (NaHCO3), BrC1=C(N)C(=CC(=C1F)F)[N+](=O)[O-] (2-bromo-3,4-difluoro-6-nitroaniline), Cl[Sn]Cl (SnCl2), C(C)O (ethanol). Run in C(C)(=O)OCC (ethyl acetate), C(C)(=O)OCC (ethyl acetate), hexanes. Product: BrC=1C(=C(C=C(C1F)F)N)N (3-Bromo-4,5-difluoro-1,2-diaminobenzene). Reaction SMILES: [Br:1][C:2]1[C:8]([F:9])=[C:7]([F:10])[CH:6]=[C:5]([N+:11]([O-])=O)[C:3]=1[NH2:4].Cl[Sn]Cl.C(O)C.C([O-])(O)=O.[Na+]>C(OCC)(=O)C>[Br:1][C:2]1[C:3]([NH2:4])=[C:5]([NH2:11])[CH:6]=[C:7]([F:10])[C:8]=1[F:9] |f:3.4|. Reported procedure: 3-Bromo-4,5-difluoro-1,2-diaminobenzene was prepared using an adaptation of the method of Bellamy et al. (Bellamy, F. D. et al., Tetrahedron Lett. 25:839 (1984)). A mixture of 2-bromo-3,4-difluoro-6-nitroaniline (700 mg, 2.78 mmol) and SnCl2 ·2H2O (3.14 g, 13.9 mmol) dissolved in 7 mL ethyl acetate and 3 mL absolute ethanol under N2 was heated at 75° C. for 2 h. All the starting material had reacted as evidenced by TLC (silica gel, 2:1 hexanes:ethyl acetate). The reaction was allowed to cool to ... Starting materials: O=C([O-])[O-], CS(C)=O, CCOC(C)=O, Nc1ccc(Cl)c([N+](=O)[O-])c1, [Cs+], [Cs+], O, Oc1ccc(S)cc1. Product: Nc1ccc(Sc2ccc(O)cc2)c([N+](=O)[O-])c1. As a reaction SMILES: [C:20](=[O:21])([O-:22])[O-:23].[CH3:27][S:28]([CH3:29])=[O:30].[CH3:31][CH2:32][O:33][C:34](=[O:35])[CH3:36].[Cl:1][c:2]1[c:3]([N+:9](=[O:10])[O-:11])[cH:4][c:5]([NH2:6])[cH:7][cH:8]1.[Cs+:24].[Cs+:25].[OH2:26].[OH:12][c:13]1[cH:14][cH:15][c:16]([SH:19])[cH:17][cH:18]1>>[c:2]1([S:19][c:16]2[cH:15][cH:14][c:13]([OH:12])[cH:18][cH:17]2)[c:3]([N+:9](=[O:10])[O-:11])[cH:4][c:5]([NH2:6])[cH:7][cH:8]1.